Dataset: the Open Reaction Database (ORD), a public repository of structured organic reaction records. Task: describe an organic reaction: reactants, conditions, products, and yield Reactants: [H-].[Na+] (NaH), SC=1NC2=C(N1)C=CC(=C2)OC (2-mercapto-5-methoxybenzimidazole), petroleum ether isopropyl ether, O(C(=O)OC(C)(C)C)C(=O)OC(C)(C)C (BOC2O). The solvent is O1CCCC1 (tetrahydrofuran), CO (methanol). Conditions: temperature 0 celsius, time 30 minute. Yields the product COC1=CC2=C(N(C(N2C(=O)OC(C)(C)C)=S)C(=O)OC(C)(C)C)C=C1 (Di(tert-butyl) 5-methoxy-2-thioxo-1H-benzimidazole-1,3(2H)-dicarboxylate). As a reaction SMILES: [H-].[Na+].[SH:3][C:4]1[NH:5][C:6]2[CH:12]=[C:11]([O:13][CH3:14])[CH:10]=[CH:9][C:7]=2[N:8]=1.[O:15](C(OC(C)(C)C)=O)[C:16]([O:18][C:19]([CH3:22])([CH3:21])[CH3:20])=O>O1CCCC1.CO>[CH3:14][O:13][C:11]1[CH:10]=[CH:9][C:7]2[N:8]([C:16]([O:18][C:19]([CH3:22])([CH3:21])[CH3:20])=[O:15])[C:4](=[S:3])[N:5]([C:16]([O:18][C:19]([CH3:22])([CH3:21])[CH3:20])=[O:15])[C:6]=2[CH:12]=1 |f:0.1|. Procedure details: NaH (60% in oil) (5.55 g; 138 mmol) is added in small portions at 10° C., with stirring, to a solution of 2-mercapto-5-methoxybenzimidazole (10 g; 55.5 mmol) in solution in 400 ml of tetrahydrofuran under argon. The reaction mixture is then stirred for 30 minutes at 0° C., and then BOC2O (26.64 g; 122 mmol) is added in one go. Stirring of the reaction mixture is then carried out for 18 hours at ambient temperature. The reaction mixture is diluted with methanol, filtered over Celite and then conc... The reactants are C[C@@H]1N(CCNC1)C(=O)OC(C)(C)C ((S)-tert-butyl 2-methylpiperazine-1-carboxylate), C(C)(C)N(C(C)C)CC (N,N-diisopropylethylamine), ClC=1C2=C(N=CN1)NC=C2C (4-chloro-5-methyl-7H-pyrrolo[2,3-d]pyrimidine). Solvent: C(C)(C)O (isopropanol). Run at temperature 120 celsius. Yields the product C[C@@H]1N(CCN(C1)C=1C2=C(N=CN1)NC=C2C)C(=O)OC(C)(C)C ((S)-tert-butyl 2-methyl-4-(5-methyl-7H-pyrrolo[2,3-d]pyrimidin-4-yl)piperazine-1-carboxylate). The yield is 37.5%. As a reaction SMILES: [CH3:1][C@H:2]1[CH2:7][NH:6][CH2:5][CH2:4][N:3]1[C:8]([O:10][C:11]([CH3:14])([CH3:13])[CH3:12])=[O:9].C(N(CC)C(C)C)(C)C.Cl[C:25]1[C:26]2[C:33]([CH3:34])=[CH:32][NH:31][C:27]=2[N:28]=[CH:29][N:30]=1>C(O)(C)C>[CH3:1][C@H:2]1[CH2:7][N:6]([C:25]2[C:26]3[C:33]([CH3:34])=[CH:32][NH:31][C:27]=3[N:28]=[CH:29][N:30]=2)[CH2:5][CH2:4][N:3]1[C:8]([O:10][C:11]([CH3:13])([CH3:12])[CH3:14])=[O:9]. Procedure: (S)-tert-butyl 2-methylpiperazine-1-carboxylate (3 g, 15 mmol), N,N-diisopropylethylamine (3 ml), and 4-chloro-5-methyl-7H-pyrrolo[2,3-d]pyrimidine (2 g, 12 mmol) were added to isopropanol (10 ml). The solution was heated at 120° C. in a sealed pressure tube for 12 hours. The reaction was concentrated under vacuum, and the residue was purified by flash chromatography (80 g SiO2, 0-5% MeOH: CH2Cl2, 50 min) to give clean (S)-tert-butyl 2-methyl-4-(5-methyl-7H-pyrrolo[2,3-d]pyrimidin-4-yl)piperazin... The reactants are C(=O)(C(F)(F)F)O (TFA), O=C1NC2=C(CCN1C1CCN(CC1)C(=O)O[C@@H](C(=O)N1CCC(CC1)N1CCC(CC1)N(CC(=O)OC(C)(C)C)C(=O)OCC)CC1=CC(=C(C(=C1)C(F)(F)F)N)Cl)C=CC=C2 ((R)-1-(4-amino-3-chloro-5-trifluoromethyl-benzyl)-2-[4-(tert-butoxycarbonyl-ethoxycarbonyl-methylamino)-1,4′-bipiperidinyl-1′-yl]-2-oxo-ethyl 4-(2-oxo-1,2,4,5-tetrahydro-1,3-benzodiazepin-3-yl)-piperidine-1-carboxylate). Run in C(Cl)Cl (DCM). Conditions: temperature 0 celsius, time 8 hour. Product: O=C1NC2=C(CCN1C1CCN(CC1)C(=O)O[C@@H](C(=O)N1CCC(CC1)N1CCC(CC1)NCC(=O)OCC)CC1=CC(=C(C(=C1)C(F)(F)F)N)Cl)C=CC=C2 ((R)-1-(4-amino-3-chloro-5-trifluoromethyl-benzyl)-2-[4-(ethoxycarbonylmethyl-amino)-1,4′-bipiperidinyl-1′-yl]-2-oxo-ethyl 4-(2-oxo-1,2,4,5-tetrahydro-1,3-benzodiazepin-3-yl)-piperidine-1-carboxylate). RXN SMILES: C(O)(C(F)(F)F)=O.[O:8]=[C:9]1[N:15]([CH:16]2[CH2:21][CH2:20][N:19]([C:22]([O:24][C@H:25]([CH2:54][C:55]3[CH:60]=[C:59]([C:61]([F:64])([F:63])[F:62])[C:58]([NH2:65])=[C:57]([Cl:66])[CH:56]=3)[C:26]([N:28]3[CH2:33][CH2:32][CH:31]([N:34]4[CH2:39][CH2:38][CH:37]([N:40](C(OCC)=O)[CH2:41][C:42]([O:44][C:45](C)(C)[CH3:46])=[O:43])[CH2:36][CH2:35]4)[CH2:30][CH2:29]3)=[O:27])=[O:23])[CH2:18][CH2:17]2)[CH2:14][CH2:13][C:12]2[CH:67]=[CH:68][CH:69]=[CH:70][C:11]=2[NH:10]1>C(Cl)Cl>[O:8]=[C:9]1[N:15]([CH:16]2[CH2:17][CH2:18][N:19]([C:22]([O:24][C@H:25]([CH2:54][C:55]3[CH:60]=[C:59]([C:61]([F:62])([F:63])[F:64])[C:58]([NH2:65])=[C:57]([Cl:66])[CH:56]=3)[C:26]([N:28]3[CH2:29][CH2:30][CH:31]([N:34]4[CH2:39][CH2:38][CH:37]([NH:40][CH2:41][C:42]([O:44][CH2:45][CH3:46])=[O:43])[CH2:36][CH2:35]4)[CH2:32][CH2:33]3)=[O:27])=[O:23])[CH2:20][CH2:21]2)[CH2:14][CH2:13][C:12]2[CH:67]=[CH:68][CH:69]=[CH:70][C:11]=2[NH:10]1. Procedure details: 0.5 mL TFA were added to a solution of 330 mg (0.36 mmol) (R)-1-(4-amino-3-chloro-5-trifluoromethyl-benzyl)-2-[4-(tert-butoxycarbonyl-ethoxycarbonyl-methylamino)-1,4′-bipiperidinyl-1′-yl]-2-oxo-ethyl 4-(2-oxo-1,2,4,5-tetrahydro-1,3-benzodiazepin-3-yl)-piperidine-1-carboxylate in 5 mL DCM cooled to 0° C. and the reaction mixture was stirred overnight at RT. It was evaporated down i. vac. and the residue was purified by HPLC. The fractions containing the product were combined and freeze-dried. The reactants are C(OC12CC3CC(CC(C1)C3)C2)(OC2=C(C(=C(C=C2[N+](=O)[O-])CC(=O)O)F)F)=O (1-adamantyl 4-carboxymethyl-2,3-difluoro-6-nitrophenyl carbonate), NC=1C(=CC=CC1)C (ortho-toluidine). Run in C(C)OCC (diethyl ether). Conditions: temperature 200 celsius, time 6 hour. Product: C(OC12CC3CC(CC(C1)C3)C2)(OC2=C(C(=C(C=C2[N+](=O)[O-])CC(=O)O)NC2=C(C=CC=C2)C)F)=O (1-adamantyl 4-carboxymethyl-2-fluoro-3-(2-methyl-phenylamino)-6-nitrophenyl carbonate). RXN SMILES: [C:1](=[O:29])([O:13][C:14]1[C:19]([N+:20]([O-:22])=[O:21])=[CH:18][C:17]([CH2:23][C:24]([OH:26])=[O:25])=[C:16](F)[C:15]=1[F:28])[O:2][C:3]12[CH2:12][CH:7]3[CH2:8][CH:9]([CH2:11][CH:5]([CH2:6]3)[CH2:4]1)[CH2:10]2.[NH2:30][C:31]1[C:32]([CH3:37])=[CH:33][CH:34]=[CH:35][CH:36]=1>C(OCC)C>[C:1](=[O:29])([O:13][C:14]1[C:19]([N+:20]([O-:22])=[O:21])=[CH:18][C:17]([CH2:23][C:24]([OH:26])=[O:25])=[C:16]([NH:30][C:31]2[CH:36]=[CH:35][CH:34]=[CH:33][C:32]=2[CH3:37])[C:15]=1[F:28])[O:2][C:3]12[CH2:10][CH:9]3[CH2:11][CH:5]([CH2:6][CH:7]([CH2:8]3)[CH2:12]1)[CH2:4]2. Procedure details: The compound 1-adamantyl 4-carboxymethyl-2,3-difluoro-6-nitrophenyl carbonate is dissolved in excess ortho-toluidine. The reaction mixture is stirred at 200° C. for 6 hours. The mixture is allowed to cool and is dissolved in diethyl ether. The organic phase is washed with dilute aqueous hydrochloric acid, saturated aqueous sodium bicarbonate, and brine, is dried (MgSO4), and is concentrated in vacuo to afford the desired product. The product is purified by flash chromatography as necessary. The reactants are C1(CCCCC1)C1=CC=C(C(=O)N2CC=3N(CC4=C2C=C(C=C4)C(=O)OC)C=CC3)C=C1 (Methyl 10-(4-cyclohexylbenzoyl)-10,11-dihydro-5H-pyrrolo[2,1-c][1,4]benzodiazepine-8-carboxylate), [OH-].[Na+] (sodium hydroxide). Run in C(C)O (ethanol). Conditions: time 3 day. The product is [Na+].C1(CCCCC1)C1=CC=C(C(=O)N2CC=3N(CC4=C2C=C(C=C4)C(=O)[O-])C=CC3)C=C1 (10-(4-Cyclohexylbenzoyl)-10,11-dihydro-5H-pyrrolo[2,1-c][1,4]benzodiazepine-8-carboxylic acid sodium salt). RXN SMILES: [CH:1]1([C:7]2[CH:32]=[CH:31][C:10]([C:11]([N:13]3[C:19]4[CH:20]=[C:21]([C:24]([O:26]C)=[O:25])[CH:22]=[CH:23][C:18]=4[CH2:17][N:16]4[CH:28]=[CH:29][CH:30]=[C:15]4[CH2:14]3)=[O:12])=[CH:9][CH:8]=2)[CH2:6][CH2:5][CH2:4][CH2:3][CH2:2]1.[OH-].[Na+:34]>C(O)C>[Na+:34].[CH:1]1([C:7]2[CH:32]=[CH:31][C:10]([C:11]([N:13]3[C:19]4[CH:20]=[C:21]([C:24]([O-:26])=[O:25])[CH:22]=[CH:23][C:18]=4[CH2:17][N:16]4[CH:28]=[CH:29][CH:30]=[C:15]4[CH2:14]3)=[O:12])=[CH:9][CH:8]=2)[CH2:6][CH2:5][CH2:4][CH2:3][CH2:2]1 |f:1.2,4.5|. Procedure: To a stirred solution of the methyl 10-(4-cyclohexylbenzoyl)-10,11-dihydro-5H-pyrrolo[2,1-c][1,4]benzodiazepine-8-carboxylate of Example 1, Step C (0.200 g) in anhydrous ethanol (2 mL) was added 2.5 N sodium hydroxide (1 equiv.). The reaction mixture was stirred for three days at room temperature and the solvent removed in vacuo to provide the title compound as a pale-yellow hygroscopic solid after drying over phosphorus pentoxide at 60° C. Reactants: CO, COCOc1ccccc1C(=O)OC, [Li+], [OH-], O. As a reaction SMILES: [CH3:17][OH:18].[CH3:3][O:4][CH2:5][O:6][c:7]1[c:8]([C:9](=[O:10])[O:11][CH3:12])[cH:13][cH:14][cH:15][cH:16]1.[Li+:2].[OH-:1].[OH2:19]>>[CH3:3][O:4][CH2:5][O:6][c:7]1[c:8]([C:9](=[O:10])[OH:11])[cH:13][cH:14][cH:15][cH:16]1. Yields the product COCOc1ccccc1C(=O)O.